The task is: describe an organic reaction: reactants, conditions, products, and yield. This data is from the Open Reaction Database (ORD), a public repository of structured organic reaction records. Reactants: [OH-].[NH4+] (ammonium hydroxide), S(O)(O)(=O)=O (sulfuric acid), NC1=CC(=C(C(=O)N[C@@H]2[C@@H](CN(CC2)CC2=CC=CC=C2)OC)C=C1C#N)OC (cis-4-amino-5-cyano-2-methoxy-N-[3-methoxy-1-(phenylmethyl)-4-piperidinyl]benzamide). Reaction conditions: time 8 hour. Yields the product 15.0, NC1=C(C=C(C(=C1)OC)C(=O)N[C@@H]1[C@@H](CN(CC1)CC1=CC=CC=C1)OC)C(=O)N (cis-4-amino-6-methoxy-N1 -[3-methoxy-1-(phenylmethyl)-4-piperidinyl]-1,3-benzenedicarboxamide). As a reaction SMILES: S(=O)(=O)(O)O.[NH2:6][C:7]1[C:30]([C:31]#[N:32])=[CH:29][C:10]([C:11]([NH:13][C@H:14]2[CH2:19][CH2:18][N:17]([CH2:20][C:21]3[CH:26]=[CH:25][CH:24]=[CH:23][CH:22]=3)[CH2:16][C@H:15]2[O:27][CH3:28])=[O:12])=[C:9]([O:33][CH3:34])[CH:8]=1.[OH-:35].[NH4+]>>[NH2:6][C:7]1[CH:8]=[C:9]([O:33][CH3:34])[C:10]([C:11]([NH:13][C@H:14]2[CH2:19][CH2:18][N:17]([CH2:20][C:21]3[CH:26]=[CH:25][CH:24]=[CH:23][CH:22]=3)[CH2:16][C@H:15]2[O:27][CH3:28])=[O:12])=[CH:29][C:30]=1[C:31]([NH2:32])=[O:35] |f:2.3|. Reported procedure: 285 Parts of sulfuric acid were cooled in an ice-bath and 15.5 parts of cis-4-amino-5-cyano-2-methoxy-N-[3-methoxy-1-(phenylmethyl)-4-piperidinyl]benzamide were added portionwise while cooling. Upon completion, stirring was continued overnight at room temperature. The reaction mixture was poured onto ice-water and the whole was alkalized with ammonium hydroxide. The product was filtered off and stirred in a mixture of trichloromethane and water. The product was filtered off again and dried, yiel... The reactants are FC=1C=C2C(C=C(NC2=CC1)C(=O)OC)=O (methyl 6-fluoro-4-oxo-1,4-dihydroquinoline-2-carboxylate), C([O-])([O-])=O.[K+].[K+] (potassium carbonate), CN(C)C=O (DMF), ICC (iodoethane). The solvent is O (water). Run at temperature 50 celsius, time 1 hour. Yields the product C(C)OC1=CC(=NC2=CC=C(C=C12)F)C(=O)OC (Methyl 4-ethoxy-6-fluoroquinoline-2-carboxylate). As a reaction SMILES: [F:1][C:2]1[CH:3]=[C:4]2[C:9](=[CH:10][CH:11]=1)[NH:8][C:7]([C:12]([O:14][CH3:15])=[O:13])=[CH:6][C:5]2=[O:16].C(=O)([O-])[O-].[K+].[K+].CN(C=O)C.I[CH2:29][CH3:30]>O>[CH2:29]([O:16][C:5]1[C:4]2[C:9](=[CH:10][CH:11]=[C:2]([F:1])[CH:3]=2)[N:8]=[C:7]([C:12]([O:14][CH3:15])=[O:13])[CH:6]=1)[CH3:30] |f:1.2.3|. Reported procedure: 8.0 g (0.036 M) of methyl 6-fluoro-4-oxo-1,4-dihydroquinoline-2-carboxylate and 15.0 g (0.108 M) of potassium carbonate are introduced into 80 ml of DMF. The reaction mixture is stirred for 1 hour at 50° C. After addition of 3.0 ml (0.037 M) of iodoethane and heating for 12 hours at 50° C., the reaction medium is poured into 400 ml of demineralized water. A brown solid precipitates out. The solid is filtered off, washed thoroughly with water and then with isopropyl ether, and finally dried under... Reactants: OCCCCCNC(CCCCBr)=O (N-(5-hydroxypentyl)-5-bromopentanamide), C(Br)(Br)(Br)Br (carbon tetrabromide), C1(=CC=CC=C1)P(C1=CC=CC=C1)C1=CC=CC=C1 (triphenylphosphine). Run in C(Cl)Cl (methylene chloride), C(Cl)Cl (methylene chloride). Reaction conditions: time 12 hour. Product: BrCCCCCNC(CCCCBr)=O (N-(5-bromopentyl)-5-bromopentanamide). Isolated yield 33.6%. RXN SMILES: O[CH2:2][CH2:3][CH2:4][CH2:5][CH2:6][NH:7][C:8](=[O:14])[CH2:9][CH2:10][CH2:11][CH2:12][Br:13].C(Br)(Br)(Br)[Br:16].C1(P(C2C=CC=CC=2)C2C=CC=CC=2)C=CC=CC=1>C(Cl)Cl>[Br:16][CH2:2][CH2:3][CH2:4][CH2:5][CH2:6][NH:7][C:8](=[O:14])[CH2:9][CH2:10][CH2:11][CH2:12][Br:13]. Procedure details: Part A. A solution of N-(5-hydroxypentyl)-5-bromopentanamide (4.07 g, 15.3 mmol) and carbon tetrabromide (7.61 g, 22.9 mmol) in methylene chloride (75 mL) was cooled to 0° C., and treated with a solution of triphenylphosphine (6.02 g, 22.9 mmol) in methylene chloride (30 mL) dropwise. After stirring for 12 hours, the reaction mixture was evaporated, and the residual oil was separated by flash chromatography (1:1 ethyl acetate-hexane) to afford the oily product, N-(5-bromopentyl)-5-bromopentanami... Starting materials: FC1=C(C=CC=C1)CC(=O)O (2-(2-fluorophenyl)acetic acid), C(C)(C)N(C(C)C)CC (N,N diisopropylethylamine), C(C(=O)Cl)(=O)Cl (oxalyl chloride), NC(C(=O)OCC)=NO (ethyl 2-amino-2-(hydroxyimino)acetate). The reagents and catalysts are CN(C)C=O (DMF). The solvent is ClCCl (dichloromethane), ClCCl (dichloromethane). The product is FC1=C(CC2=NC(=NO2)C(=O)OCC)C=CC=C1 (ethyl 5-(2-fluorobenzyl)-1,2,4-oxadiazole-3-carboxylate). Isolated yield 13.1%. RXN SMILES: [F:1][C:2]1[CH:7]=[CH:6][CH:5]=[CH:4][C:3]=1[CH2:8][C:9]([OH:11])=O.C(Cl)(=O)C(Cl)=O.[NH2:18][C:19](=[N:25]O)[C:20]([O:22][CH2:23][CH3:24])=[O:21].C(N(CC)C(C)C)(C)C>ClCCl.CN(C=O)C>[F:1][C:2]1[CH:7]=[CH:6][CH:5]=[CH:4][C:3]=1[CH2:8][C:9]1[O:11][N:25]=[C:19]([C:20]([O:22][CH2:23][CH3:24])=[O:21])[N:18]=1. Procedure: This compound was prepared according to general method 2 with 2-(2-fluorophenyl)acetic acid (1.19 g; 7.57 mmol) and oxalyl chloride (0.704 mL; 8.33 mmol) in dichloromethane (5 mL) with a few drops of DMF; and ethyl 2-amino-2-(hydroxyimino)acetate (1.0 g; 7.57 mmol) and N,N diisopropylethylamine (2.11 mL; 12.11 mmol) in dichloromethane (10 mL). The crude material was purified by flash chromatography on silica (eluent 20 to 100% ethyl acetate in heptane) to yield 0.249 g (14%) of ethyl 5-(2-fluoro... The reactants are NC=1C=C(OCC#N)C=CC1OCC1=CC=CC=C1 ((3-amino-4-benzyloxy-phenoxy)-acetonitrile), N1=CC=CC=C1 (pyridine), CS(=O)(=O)Cl (methanesulfonyl chloride). Solvent: O (water). Conditions: time 1 hour. Product: C(C1=CC=CC=C1)OC1=C(C=C(C=C1)OCC#N)NS(=O)(=O)C (N-(2-benzyloxy-5-cyanomethoxy-phenyl)-methanesulfonamide). Yield: 46.3%. As a reaction SMILES: [NH2:1][C:2]1[CH:3]=[C:4]([CH:9]=[CH:10][C:11]=1[O:12][CH2:13][C:14]1[CH:19]=[CH:18][CH:17]=[CH:16][CH:15]=1)[O:5][CH2:6][C:7]#[N:8].N1C=CC=CC=1.[CH3:26][S:27](Cl)(=[O:29])=[O:28]>O>[CH2:13]([O:12][C:11]1[CH:10]=[CH:9][C:4]([O:5][CH2:6][C:7]#[N:8])=[CH:3][C:2]=1[NH:1][S:27]([CH3:26])(=[O:29])=[O:28])[C:14]1[CH:15]=[CH:16][CH:17]=[CH:18][CH:19]=1. Reported procedure: A solution of 5.9 g of (3-amino-4-benzyloxy-phenoxy)-acetonitrile and 24 ml of pyridine was cooled in an ice bath and treated at a dropwise rate with 3.46 g of methanesulfonyl chloride and stirred for 1 hour. The mixture was treated with 5 ml of water, removed the ice bath, and stirred at room temperature for 30 minutes. The mixture was poured into ethyl acetate, ice added, acidified with concentrated hydrochloric acid, washed with brine, dried (MgSO4), and evaporated. The residue was purified o... Product: NC(=O)c1cccc(OCCCCCn2cnc3c(Cl)ncnc32)c1. As a reaction SMILES: [Br:1][CH2:2][CH2:3][CH2:4][CH2:5][CH2:6][O:7][c:8]1[cH:9][c:10]([C:11](=[O:12])[NH2:13])[cH:14][cH:15][cH:16]1.[C:27](=[O:28])([O-:29])[O-:30].[Cl:17][c:18]1[c:19]2[nH:20][cH:21][n:22][c:23]2[n:24][cH:25][n:26]1.[K+:31].[K+:32].[O:33]=[CH:34][N:35]([CH3:36])[CH3:37]>>[CH2:2]([CH2:3][CH2:4][CH2:5][CH2:6][O:7][c:8]1[cH:9][c:10]([C:11](=[O:12])[NH2:13])[cH:14][cH:15][cH:16]1)[n:22]1[cH:21][n:20][c:19]2[c:18]([Cl:17])[n:26][cH:25][n:24][c:23]21. Reactants: NC(=O)c1cccc(OCCCCCBr)c1, O=C([O-])[O-], Clc1ncnc2nc[nH]c12, [K+], [K+], CN(C)C=O. Starting materials: C(C1=CC=CC=C1)OC=1C(=C(C(=CC1)CC)C(O)C=1NC=CN1)CC (rac-(3-benzyloxy-2,6-diethyl-phenyl)-(1H-imidazol-2-yl)-methanol), C(C)[SiH](CC)CC (triethylsilane), FC(C(=O)O)(F)F (trifluoroacetic acid). The product is C(C1=CC=CC=C1)OC=1C(=C(CC=2NC=CN2)C(=CC1)CC)CC (2-(3-Benzyloxy-2,6-diethyl-benzyl)-1H-imidazole). As a reaction SMILES: [CH2:1]([O:8][C:9]1[C:10]([CH2:24][CH3:25])=[C:11]([CH:17]([C:19]2[NH:20][CH:21]=[CH:22][N:23]=2)O)[C:12]([CH2:15][CH3:16])=[CH:13][CH:14]=1)[C:2]1[CH:7]=[CH:6][CH:5]=[CH:4][CH:3]=1.C([SiH](CC)CC)C.FC(F)(F)C(O)=O>>[CH2:1]([O:8][C:9]1[C:10]([CH2:24][CH3:25])=[C:11]([C:12]([CH2:15][CH3:16])=[CH:13][CH:14]=1)[CH2:17][C:19]1[NH:20][CH:21]=[CH:22][N:23]=1)[C:2]1[CH:3]=[CH:4][CH:5]=[CH:6][CH:7]=1. Procedure details: 2-(3-Benzyloxy-2,6-diethyl-benzyl)-1H-imidazole was prepared from rac-(3-benzyloxy-2,6-diethyl-phenyl)-(1H-imidazol-2-yl)-methanol, triethylsilane and trifluoroacetic acid in analogy to Example 191e): off-white crystals; MS (ISP): 321.0 ([M+H]+, 100%). Reactants: [Br-], O=Cc1cc(Br)cc(C(=O)O)c1O, C1CCOC1, C[Mg+], CCOC(C)=O, Cl. The product is CC(O)c1cc(Br)cc(C(=O)O)c1O. Reaction SMILES: [Br-:14].[Br:1][c:2]1[cH:3][c:4]([CH:12]=[O:13])[c:5]([OH:11])[c:6]([C:7](=[O:8])[OH:9])[cH:10]1.[CH2:24]1[O:25][CH2:26][CH2:27][CH2:28]1.[CH3:15][Mg+:16].[CH3:17][CH2:18][O:19][C:20](=[O:21])[CH3:22].[ClH:23]>>[Br:1][c:2]1[cH:3][c:4]([CH:12]([OH:13])[CH3:17])[c:5]([OH:11])[c:6]([C:7](=[O:8])[OH:9])[cH:10]1. Reactants: Cl (HCl), FC1=CC=C(CCC2NCCC(C2)C(=O)OC)C=C1 (Methyl 2-(4-fluorophenethyl)piperidine-4-carboxylate), C(OC)(=O)Cl (methyl carbonochloridate), CCN(C(C)C)C(C)C (DIPEA). Run in C(Cl)Cl (DCM), ClCCl (dichloromethane). Conditions: time 2 hour. Product: FC1=CC=C(CCC2N(CCC(C2)C(=O)OC)C(=O)OC)C=C1 (Dimethyl 2-(4-fluorophenethyl)piperidine-1,4-dicarboxylate). The yield is 67.3%. Reaction SMILES: [F:1][C:2]1[CH:19]=[CH:18][C:5]([CH2:6][CH2:7][CH:8]2[CH2:13][CH:12]([C:14]([O:16][CH3:17])=[O:15])[CH2:11][CH2:10][NH:9]2)=[CH:4][CH:3]=1.CCN(C(C)C)C(C)C.[C:29](Cl)(=[O:32])[O:30][CH3:31].Cl>ClCCl>[F:1][C:2]1[CH:19]=[CH:18][C:5]([CH2:6][CH2:7][CH:8]2[CH2:13][CH:12]([C:14]([O:16][CH3:17])=[O:15])[CH2:11][CH2:10][N:9]2[C:29]([O:30][CH3:31])=[O:32])=[CH:4][CH:3]=1. Procedure: Methyl 2-(4-fluorophenethyl)piperidine-4-carboxylate (3.89 g, 14.65 mmol) was dissolved in dichloromethane (150 mL). DIPEA (3.06 mL, 17.58 mmol) was added, followed by methyl carbonochloridate (1.615 mL, 20.51 mmol). The mixture was stirred at room temperature for 2 h. 0.1 HCl and DCM were added. The phases were separated and the aqueous phase was extracted with DCM. The combined organic layers were washed with satd NaHCO3, filtered through a phase separator and evaporated. Dimethyl 2-(4-fluorop...